From a dataset of the Open Reaction Database (ORD), a public repository of structured organic reaction records. describe an organic reaction: reactants, conditions, products, and yield Reactants: C(=S)(Cl)Cl (Thiophosgene), [OH-].[Na+] (sodium hydroxide), OC=1C=C(C(=O)SC2=C(C(=C(C(=C2F)F)F)F)F)C=CC1 (S-(pentafluorophenyl) 3-(hydroxy)thiobenzoate). Solvent: O (water), C(Cl)(Cl)Cl (chloroform). The product is ClC(=S)OC=1C=C(C(=O)SC2=C(C(=C(C(=C2F)F)F)F)F)C=CC1 (S-(Pentafluorophenyl) 3-(chlorothiocarbonyloxy)thiobenzoate). Reaction SMILES: [OH-].[Na+].[OH:3][C:4]1[CH:5]=[C:6]([CH:21]=[CH:22][CH:23]=1)[C:7]([S:9][C:10]1[C:15]([F:16])=[C:14]([F:17])[C:13]([F:18])=[C:12]([F:19])[C:11]=1[F:20])=[O:8].[C:24](Cl)([Cl:26])=[S:25]>O.C(Cl)(Cl)Cl>[Cl:26][C:24]([O:3][C:4]1[CH:5]=[C:6]([CH:21]=[CH:22][CH:23]=1)[C:7]([S:9][C:10]1[C:11]([F:20])=[C:12]([F:19])[C:13]([F:18])=[C:14]([F:17])[C:15]=1[F:16])=[O:8])=[S:25] |f:0.1|. Reported procedure: A solution of 187 mg of sodium hydroxide in 5 ml of water was added to a stirred suspension of S-(pentafluorophenyl) 3-(hydroxy)thiobenzoate (1.0 g) in chloroform (10 ml) at -10° C. Thiophosgene (0.36 ml) was added and the solution stirred whilst being allowed to reach room temperature. The chloroform layer was separated, dried over anhydrous calcium chloride and evaporated to leave a reside which was chromatographed on silica gel using ethyl acetate/hexane mixtures as eluant to give 0.61 g of t... Reactants: [Br-], CC1(C)CCCC(C)(C)N1O, Nc1nc(C(=NOC(c2ccccc2)(c2ccccc2)c2ccccc2)C(=O)NC2C(=O)N3C(C(=O)OC(c4ccccc4)c4ccccc4)=C(CO)CSC23)ns1, [O-]Cl, ClCCl, [K+], [Na+], [Na+], O=C([O-])O, O. Product: Nc1nc(C(=NOC(c2ccccc2)(c2ccccc2)c2ccccc2)C(=O)NC2C(=O)N3C(C(=O)OC(c4ccccc4)c4ccccc4)=C(C=O)CSC23)ns1. RXN SMILES: [Br-:73].[CH3:1][C:2]1([CH3:11])[N:3]([O:4])[C:5]([CH3:6])([CH3:7])[CH2:8][CH2:9][CH2:10]1.[CH:15]([c:16]1[cH:17][cH:18][cH:19][cH:20][cH:21]1)([c:22]1[cH:23][cH:24][cH:25][cH:26][cH:27]1)[O:28][C:29](=[O:30])[C:31]1=[C:38]([CH2:39][OH:40])[CH2:37][S:36][CH:35]2[N:32]1[C:33](=[O:72])[CH:34]2[NH:41][C:42]([C:43](=[N:44][O:45][C:46]([c:47]1[cH:48][cH:49][cH:50][cH:51][cH:52]1)([c:53]1[cH:54][cH:55][cH:56][cH:57][cH:58]1)[c:59]1[cH:60][cH:61][cH:62][cH:63][cH:64]1)[c:65]1[n:66][s:67][c:68]([NH2:70])[n:69]1)=[O:71].[Cl:12][O-:13].[Cl:80][CH2:81][Cl:82].[K+:74].[Na+:14].[Na+:79].[O-:75][C:76]([OH:77])=[O:78].[OH2:83]>>[CH:15]([c:16]1[cH:17][cH:18][cH:19][cH:20][cH:21]1)([c:22]1[cH:23][cH:24][cH:25][cH:26][cH:27]1)[O:28][C:29](=[O:30])[C:31]1=[C:38]([CH:39]=[O:40])[CH2:37][S:36][CH:35]2[N:32]1[C:33](=[O:72])[CH:34]2[NH:41][C:42]([C:43](=[N:44][O:45][C:46]([c:47]1[cH:48][cH:49][cH:50][cH:51][cH:52]1)([c:53]1[cH:54][cH:55][cH:56][cH:57][cH:58]1)[c:59]1[cH:60][cH:61][cH:62][cH:63][cH:64]1)[c:65]1[n:66][s:67][c:68]([NH2:70])[n:69]1)=[O:71]. Reactants: BrC1=CC=C(C=C1)C(=O)C1=C(C=C(C=C1)OC)C ((4-Bromophenyl)[2-methyl-4-(methyloxy)phenyl]methanone), [Al+3].[Cl-].[Cl-].[Cl-] (AlCl3), O (water). Solvent: C1=CC=CC=C1 (benzene). Reaction conditions: temperature 90 celsius. The product is BrC1=CC=C(C=C1)C(=O)C1=C(C=C(C=C1)O)C ((4-Bromophenyl)(4-hydroxy-2-methylphenyl)methanone). The yield is 123.5%. Reaction SMILES: [Br:1][C:2]1[CH:7]=[CH:6][C:5]([C:8]([C:10]2[CH:15]=[CH:14][C:13]([O:16]C)=[CH:12][C:11]=2[CH3:18])=[O:9])=[CH:4][CH:3]=1.[Al+3].[Cl-].[Cl-].[Cl-].O>C1C=CC=CC=1>[Br:1][C:2]1[CH:7]=[CH:6][C:5]([C:8]([C:10]2[CH:15]=[CH:14][C:13]([OH:16])=[CH:12][C:11]=2[CH3:18])=[O:9])=[CH:4][CH:3]=1 |f:1.2.3.4|. Reported procedure: To a solution of (4-bromophenyl)[2-methyl-4-(methyloxy)phenyl]methanone (27) (1.12 g, 3.67 mmoL) in benzene (25 mL) was added AlCl3 (1.98 g, 14.85 mmol). The mixture was heated at 90° C. for 3 h. Upon cooling, water (25 mL) was added, and the mixture was extracted with Et2O. The organics were dried with MgSO4 and concentrated. The crude material was purified by chromatography on silica gel (EtOAc:hexanes) to yield 1.32 g (86%) of compound 28. 1H NMR (400 MHz, DMSO-d6): δ 2.26 (s, 3H), 6.63 (dd, ...